From a dataset of the Open Reaction Database (ORD), a public repository of structured organic reaction records. describe an organic reaction: reactants, conditions, products, and yield Reactants: C([O-])([O-])=O.[Na+].[Na+] (sodium carbonate), Cl.CNO (N-methylhydroxylamine hydrochloride), COC1=C(C=CC(=O)O)C=C(C=C1)OC (2,5-dimethoxycinnamic acid), C(C(=O)Cl)(=O)Cl (oxalyl chloride), Cl (hydrochloric acid). Reagents/catalysts: CN(C=O)C (N,N-dimethylformamide). The solvent is CC(=O)C (acetone), O (water), ClCCl (dichloromethane), C(C)(=O)OCC.CCCCCC (ethyl acetate hexane). Reaction conditions: temperature 5 celsius, time 20 minute. Yields the product COC1=C(C=CC(=O)N(O)C)C=C(C=C1)OC (2,5-Dimethoxy-N-methylcinnamohydroxamic acid). The yield is 40.5%. Reaction SMILES: [CH3:1][O:2][C:3]1[CH:13]=[CH:12][C:11]([O:14][CH3:15])=[CH:10][C:4]=1[CH:5]=[CH:6][C:7](O)=[O:8].C(Cl)(=O)C(Cl)=O.C(=O)([O-])[O-].[Na+].[Na+].Cl.[CH3:29][NH:30][OH:31].Cl>CN(C)C=O.ClCCl.CC(C)=O.C(OCC)(=O)C.CCCCCC.O>[CH3:1][O:2][C:3]1[CH:13]=[CH:12][C:11]([O:14][CH3:15])=[CH:10][C:4]=1[CH:5]=[CH:6][C:7]([N:30]([CH3:29])[OH:31])=[O:8] |f:2.3.4,5.6,11.12|. Reported procedure: A solution of 2,5-dimethoxycinnamic acid (2.08 g, 10 mmol), oxalyl chloride (0.96 ml, 11 mmol) and N,N-dimethylformamide (two drops) in 25 ml dichloromethane was stirred for 20 minutes. The resulting solution was evaporated to leave a yellow solid, which was then dissolved in 10 ml of acetone. This solution was added slowly to a stirred mixture of water (20 ml), sodium carbonate (2.5 g, 24 mmol), and N-methylhydroxylamine hydrochloride (1.06 g, 12.7 mmol), cooled to 5° C. The resulting mixture w...